Dataset: the Open Reaction Database (ORD), a public repository of structured organic reaction records. Task: describe an organic reaction: reactants, conditions, products, and yield The reactants are O=C(OCc1ccccc1)C(O)C1CCCCC1, CCN(C(C)C)C(C)C, ClCCl, Cl, Cl, O=S(=O)(OS(=O)(=O)C(F)(F)F)C(F)(F)F, Cc1nc2ccccc2n1C1CC2CCC(C1)N2CCC1(c2cccc(F)c2)CCNCC1, Cc1cccc(C)n1. Yields the product Cc1nc2ccccc2n1C1CC2CCC(C1)N2CCC1(c2cccc(F)c2)CCN(C(C(=O)OCc2ccccc2)C2CCCCC2)CC1. Reaction SMILES: [CH:1]1([CH:7]([C:8](=[O:9])[O:10][CH2:11][c:12]2[cH:13][cH:14][cH:15][cH:16][cH:17]2)[OH:18])[CH2:2][CH2:3][CH2:4][CH2:5][CH2:6]1.[CH:42]([N:43]([CH:44]([CH3:45])[CH3:46])[CH2:47][CH3:48])([CH3:49])[CH3:50].[Cl:86][CH2:87][Cl:88].[ClH:51].[ClH:52].[F:19][C:20]([S:21]([O:22][S:23]([C:24]([F:25])([F:26])[F:27])(=[O:28])=[O:29])(=[O:30])=[O:31])([F:32])[F:33].[F:53][c:54]1[cH:55][c:56]([C:60]2([CH2:66][CH2:67][N:68]3[CH:69]4[CH2:70][CH:71]([n:76]5[c:77]([CH3:85])[n:78][c:79]6[c:80]5[cH:81][cH:82][cH:83][cH:84]6)[CH2:72][CH:73]3[CH2:74][CH2:75]4)[CH2:61][CH2:62][NH:63][CH2:64][CH2:65]2)[cH:57][cH:58][cH:59]1.[n:34]1[c:35]([CH3:36])[cH:37][cH:38][cH:39][c:40]1[CH3:41]>>[CH:1]1([CH:7]([C:8](=[O:9])[O:10][CH2:11][c:12]2[cH:13][cH:14][cH:15][cH:16][cH:17]2)[N:63]2[CH2:62][CH2:61][C:60]([c:56]3[cH:55][c:54]([F:53])[cH:59][cH:58][cH:57]3)([CH2:66][CH2:67][N:68]3[CH:69]4[CH2:70][CH:71]([n:76]5[c:77]([CH3:85])[n:78][c:79]6[c:80]5[cH:81][cH:82][cH:83][cH:84]6)[CH2:72][CH:73]3[CH2:74][CH2:75]4)[CH2:65][CH2:64]2)[CH2:2][CH2:3][CH2:4][CH2:5][CH2:6]1. Reactants: ClC=1C=C(CC2CCN(CC2)C[C@@H](C(C)C)NC(=O)NC2=CC(=C(C(=C2)OC)OC)OC)C=CC1Cl (1-{1-(R)-[4-(3,4-Dichlorobenzyl)piperidin-1-ylmethyl]-2-methylpropyl}-3-(3,4,5-trimethoxyphenyl)urea), ClCCO (2-chloroethanol). Run at temperature 90 celsius, time 1 day. The product is [Cl-].ClC=1C=C(CC2CC[N+](CC2)(CC(C(C)C)NC(=O)NC2=CC(=C(C(=C2)OC)OC)OC)CCO)C=CC1Cl (4-(3,4-dichlorobenzyl)-1-(2-hydroxyethyl)-1-{3-methyl-2-[3-(3,4,5-trimethoxyphenyl)ureido]butyl}piperidinium chloride). As a reaction SMILES: [Cl:1][C:2]1[CH:3]=[C:4]([CH:33]=[CH:34][C:35]=1[Cl:36])[CH2:5][CH:6]1[CH2:11][CH2:10][N:9]([CH2:12][C@H:13]([NH:17][C:18]([NH:20][C:21]2[CH:26]=[C:25]([O:27][CH3:28])[C:24]([O:29][CH3:30])=[C:23]([O:31][CH3:32])[CH:22]=2)=[O:19])[CH:14]([CH3:16])[CH3:15])[CH2:8][CH2:7]1.Cl[CH2:38][CH2:39][OH:40]>>[Cl-:1].[Cl:1][C:2]1[CH:3]=[C:4]([CH:33]=[CH:34][C:35]=1[Cl:36])[CH2:5][CH:6]1[CH2:7][CH2:8][N+:9]([CH2:38][CH2:39][OH:40])([CH2:12][CH:13]([NH:17][C:18]([NH:20][C:21]2[CH:26]=[C:25]([O:27][CH3:28])[C:24]([O:29][CH3:30])=[C:23]([O:31][CH3:32])[CH:22]=2)=[O:19])[CH:14]([CH3:16])[CH3:15])[CH2:10][CH2:11]1 |f:2.3|. Reported procedure: 1-{1-(R)-[4-(3,4-Dichlorobenzyl)piperidin-1-ylmethyl]-2-methylpropyl}-3-(3,4,5-trimethoxyphenyl)urea (0.21 g) was dissolved in 2-chloroethanol (5 mL) and the solution heated in an oil bath at 90° C. After stirring under nitrogen for 1 day, the reaction mixture was cooled and then poured directly onto a pad of silica gel. Elution with 6% methanol in methylene chloride and then 11% methanol in methylene chloride, followed by solvent removal from the appropriate fractions gave 4-(3,4-dichlorobenzyl... Starting materials: CCN=C=O, C1COCCO1, Nc1nc2cc(Br)ccc2s1. The product is CCNC(=O)Nc1nc2cc(Br)ccc2s1. Reaction SMILES: [CH2:12]([CH3:13])[N:14]=[C:15]=[O:16].[CH2:17]1[O:18][CH2:19][CH2:20][O:21][CH2:22]1.[NH2:1][c:2]1[s:3][c:4]2[c:5]([n:6]1)[cH:7][c:8]([Br:11])[cH:9][cH:10]2>>[NH:1]([c:2]1[s:3][c:4]2[c:5]([n:6]1)[cH:7][c:8]([Br:11])[cH:9][cH:10]2)[C:15]([NH:14][CH2:12][CH3:13])=[O:16]. The reactants are OCCBr, CN(C)C=O, [H-], [Na+], O=C1C(=NO)Oc2ccccc21, O. Yields the product O=C1C(=NOCCO)Oc2ccccc21. As a reaction SMILES: [Br:15][CH2:16][CH2:17][OH:18].[CH3:20][N:21]([CH3:22])[CH:23]=[O:24].[H-:13].[Na+:14].[O:1]1[C:2](=[N:11][OH:12])[C:3](=[O:10])[c:4]2[c:5]1[cH:6][cH:7][cH:8][cH:9]2.[OH2:19]>>[O:1]1[C:2](=[N:11][O:12][CH2:16][CH2:17][OH:18])[C:3](=[O:10])[c:4]2[c:5]1[cH:6][cH:7][cH:8][cH:9]2. The reactants are C(CO)c1ccc(C=O)cc1, CC1=CN=C(C=C1)N, [C-]#[N+]C1CCCCC1. The reagents and catalysts are O=C(O)C(F)(F)F (trifluoroacetic acid). Run in CC(C)O (isopropyl alcohol), CC(C)O (isopropylalcohol). Run at temperature 22 celsius, time 20 hour. Product: Cc1ccc2nc(c3ccc(CCO)cc3)c(NC3CCCCC3)n2c1. Yield: 20.6%. RXN SMILES: CC1=CC=C(N)N=C1.[C-]#[N+]C1CCCCC1.OCCC1=CC=C(C=O)C=C1>>CC1=CN2C(C=C1)=NC(=C2NC1CCCCC1)C1=CC=C(CCO)C=C1. Starting materials: B, O=C(NOCCO)c1cc(C=NO)c(F)c(F)c1Nc1ccc(I)cc1F, O=C(O)C(Cl)Cl, c1ccncc1. Yields the product O=C(NOCCO)c1cc(CNO)c(F)c(F)c1Nc1ccc(I)cc1F. RXN SMILES: [BH3:34].[F:1][c:2]1[c:3]([NH:19][c:20]2[c:21]([F:27])[cH:22][c:23]([I:26])[cH:24][cH:25]2)[c:4]([C:5](=[O:6])[NH:7][O:8][CH2:9][CH2:10][OH:11])[cH:12][c:13]([CH:16]=[N:17][OH:18])[c:14]1[F:15].[OH:35][C:36]([CH:37]([Cl:38])[Cl:39])=[O:40].[n:28]1[cH:29][cH:30][cH:31][cH:32][cH:33]1>>[F:1][c:2]1[c:3]([NH:19][c:20]2[c:21]([F:27])[cH:22][c:23]([I:26])[cH:24][cH:25]2)[c:4]([C:5](=[O:6])[NH:7][O:8][CH2:9][CH2:10][OH:11])[cH:12][c:13]([CH2:16][NH:17][OH:18])[c:14]1[F:15]. The reactants are C1CCOC1, O=C1CC(OC(=O)OCc2ccccc2)C(=O)N1, [Na+], [Na+], O=C([O-])[O-], O, OCCNCCO. Product: O=C(OCc1ccccc1)N(CCO)CCO. Reaction SMILES: [CH2:32]1[O:33][CH2:34][CH2:35][CH2:36]1.[CH2:8]([c:9]1[cH:10][cH:11][cH:12][cH:13][cH:14]1)[O:15][C:16](=[O:17])[O:18][CH:19]1[CH2:20][C:21](=[O:22])[NH:23][C:24]1=[O:25].[Na+:26].[Na+:27].[O-:28][C:29](=[O:30])[O-:31].[OH2:37].[OH:1][CH2:2][CH2:3][NH:4][CH2:5][CH2:6][OH:7]>>[OH:1][CH2:2][CH2:3][N:4]([CH2:5][CH2:6][OH:7])[C:16]([O:15][CH2:8][c:9]1[cH:10][cH:11][cH:12][cH:13][cH:14]1)=[O:17].